This data is from the Open Reaction Database (ORD), a public repository of structured organic reaction records. The task is: describe an organic reaction: reactants, conditions, products, and yield Reactants: C1COCCOCCOCCOCCO1, COC1CCCC(CN2C(=O)c3ccccc3C2=O)C1, ClCCl, [I-], [Na+]. Product: O=C1c2ccccc2C(=O)N1CC1CCCC(O)C1. As a reaction SMILES: [CH2:3]1[O:4][CH2:5][CH2:6][O:7][CH2:8][CH2:9][O:10][CH2:11][CH2:12][O:13][CH2:14][CH2:15][O:16][CH2:17]1.[CH3:18][O:19][CH:20]1[CH2:21][CH:22]([CH2:26][N:27]2[C:28](=[O:37])[c:29]3[cH:30][cH:31][cH:32][cH:33][c:34]3[C:35]2=[O:36])[CH2:23][CH2:24][CH2:25]1.[Cl:38][CH2:39][Cl:40].[I-:2].[Na+:1]>>[OH:19][CH:20]1[CH2:21][CH:22]([CH2:26][N:27]2[C:28](=[O:37])[c:29]3[cH:30][cH:31][cH:32][cH:33][c:34]3[C:35]2=[O:36])[CH2:23][CH2:24][CH2:25]1. Reactants: CO, COCC(C)Oc1nc(N)c2nc(OC)n(C3CCCCO3)c2n1, O=C(O)C(F)(F)F. The product is COCC(C)Oc1nc(N)c2nc(OC)[nH]c2n1, O=C(O)C(F)(F)F. As a reaction SMILES: [CH3:32][OH:33].[CH3:8][CH:9]([CH2:10][O:11][CH3:12])[O:13][c:14]1[n:15][c:16]([NH2:31])[c:17]2[n:18][c:19]([O:29][CH3:30])[n:20]([CH:23]3[CH2:24][CH2:25][CH2:26][CH2:27][O:28]3)[c:21]2[n:22]1.[F:1][C:2]([C:3](=[O:4])[OH:5])([F:6])[F:7]>>[CH3:8][CH:9]([CH2:10][O:11][CH3:12])[O:13][c:14]1[n:15][c:16]([NH2:31])[c:17]2[n:18][c:19]([O:29][CH3:30])[nH:20][c:21]2[n:22]1.[F:1][C:2]([C:3](=[O:4])[OH:5])([F:6])[F:7].